This data is from the Open Reaction Database (ORD), a public repository of structured organic reaction records. The task is: describe an organic reaction: reactants, conditions, products, and yield Product: C(=C)(C)C=1C=C(C=CC1)OC(C1=CC=C(C(=O)OC2=CC(=CC=C2)C(=C)C)C=C1)=O (bis-(3-isopropenylphenyl)terephthalate). As a reaction SMILES: [C:1]([C:4]1[CH:5]=[C:6]([OH:10])[CH:7]=[CH:8][CH:9]=1)([CH3:3])=[CH2:2].[C:11]([OH:22])(=[O:21])[C:12]1[CH:20]=[CH:19][C:15]([C:16]([OH:18])=O)=[CH:14][CH:13]=1.B(O)(O)O.CN(C)[C:29]1[CH:34]=[CH:33][CH:32]=[CH:31][CH:30]=1.[C:36]1(C)[C:37](C)=CC=C[CH:41]=1>O>[C:1]([C:4]1[CH:5]=[C:6]([O:10][C:16](=[O:18])[C:15]2[CH:14]=[CH:13][C:12]([C:11]([O:22][C:31]3[CH:32]=[CH:33][CH:34]=[C:29]([C:36]([CH3:37])=[CH2:41])[CH:30]=3)=[O:21])=[CH:20][CH:19]=2)[CH:7]=[CH:8][CH:9]=1)([CH3:3])=[CH2:2]. Starting materials: C(=C)(C)C=1C=C(C=CC1)O (m-isopropenylphenol), C(C1=CC=C(C(=O)O)C=C1)(=O)O (terephthalic acid), B(O)(O)O (boric acid), solfuric acid, CN(C1=CC=CC=C1)C (N,N-dimethylaniline), C=1(C(=CC=CC1)C)C (xylene). Procedure details: To a 500 ml four-necked flask equipped with a thermometer, reflux condenser and stirrer were added 300 ml of xylene, 3.36g (0.025 mole) of m-isopropenylphenol, 2.20g(0.0125 mole) of terephthalic acid, 0.2g of boric acid, 0.1g of solfuric acid and 0.01g of N,N-dimethylaniline. The mixture was heated with stirring for 10 hours during which the resulting water was distilled off as an azeotropic mixture with the xylene and fresh xylene was suitable supplied from a dropping funnel. After completion o... Solvent: O (water). Starting materials: OC1CCCN(Cc2ccccc2)C1, C1CCOC1, CCCC[N+](CCCC)(CCCC)CCCC, CCOC(C)=O, COc1ccc(-c2c(-c3ccccc3F)oc3ncnc(Cl)c23)cc1, [H-], [I-], [Na+], O. Product: COc1ccc(-c2c(-c3ccccc3F)oc3ncnc(OC4CCCN(Cc5ccccc5)C4)c23)cc1. As a reaction SMILES: [CH2:1]([c:2]1[cH:3][cH:4][cH:5][cH:6][cH:7]1)[N:8]1[CH2:9][CH:10]([OH:14])[CH2:11][CH2:12][CH2:13]1.[CH2:43]1[O:44][CH2:45][CH2:46][CH2:47]1.[CH2:49]([N+:50]([CH2:51][CH2:52][CH2:53][CH3:54])([CH2:55][CH2:56][CH2:57][CH3:58])[CH2:59][CH2:60][CH2:61][CH3:62])[CH2:63][CH2:64][CH3:65].[CH3:66][CH2:67][O:68][C:69](=[O:70])[CH3:71].[Cl:17][c:18]1[c:19]2[c:20]([n:21][cH:22][n:23]1)[o:24][c:25](-[c:35]1[c:36]([F:41])[cH:37][cH:38][cH:39][cH:40]1)[c:26]2-[c:27]1[cH:28][cH:29][c:30]([O:33][CH3:34])[cH:31][cH:32]1.[H-:15].[I-:48].[Na+:16].[OH2:42]>>[CH2:1]([c:2]1[cH:3][cH:4][cH:5][cH:6][cH:7]1)[N:8]1[CH2:9][CH:10]([O:14][c:18]2[c:19]3[c:20]([n:21][cH:22][n:23]2)[o:24][c:25](-[c:35]2[c:36]([F:41])[cH:37][cH:38][cH:39][cH:40]2)[c:26]3-[c:27]2[cH:28][cH:29][c:30]([O:33][CH3:34])[cH:31][cH:32]2)[CH2:11][CH2:12][CH2:13]1. Starting materials: C(C)(C)OC(C1=C(C=C(C=C1)C#C[Si](C)(C)C)CN(C)C1CC1)=O (2-[(cyclopropyl-methyl-amino)-methyl]-4-trimethylsilanylethynyl-benzoic acid isopropyl ester), C(C)(C)OC(C1=C(C=C(C=C1)C#C[Si](C)(C)C)CN(C)C1CC1)=O (2-[(cyclopropyl-methyl-amino)-methyl]-4-trimethylsilanylethynyl-benzoic acid isopropyl ester), C([O-])([O-])=O.[K+].[K+] (potassium carbonate). Run in CO (methanol). Conditions: time 4 hour. The product is C(C)(C)OC(C1=C(C=C(C=C1)C#C)CN(C)C1CC1)=O (2-[(Cyclopropyl-methyl-amino)-methyl]-4-ethynyl-benzoic acid isopropyl ester). Yield: 77.4%. RXN SMILES: [CH:1]([O:4][C:5](=[O:24])[C:6]1[CH:11]=[CH:10][C:9]([C:12]#[C:13][Si](C)(C)C)=[CH:8][C:7]=1[CH2:18][N:19]([CH:21]1[CH2:23][CH2:22]1)[CH3:20])([CH3:3])[CH3:2].C(=O)([O-])[O-].[K+].[K+]>CO>[CH:1]([O:4][C:5](=[O:24])[C:6]1[CH:11]=[CH:10][C:9]([C:12]#[CH:13])=[CH:8][C:7]=1[CH2:18][N:19]([CH:21]1[CH2:23][CH2:22]1)[CH3:20])([CH3:3])[CH3:2] |f:1.2.3|. Procedure: A solution 2-[(cyclopropyl-methyl-amino)-methyl]-4-trimethylsilanylethynyl-benzoic acid isopropyl ester (Intermediate 121, 0.34 g, 1 mmol) in methanol (2 mL) was treated with potassium carbonate (0.207 g, 1.5 mmol) and the resulting reaction mixture was stirred at ambient temperature for 4 h. The volatiles were evaporated in vacuo, the residue was diluted with water and extracted with diethyl ether, dried over anhydrous magnesium sulfate, filtered and evaporated in vacuo to afford the title comp... Starting materials: C1(CC1)C1=C(N=NN1C1CC(C1)CC(C)C)C(CC(=O)OC(C)(C)C)CC(NC1=C(C=C(C=C1)C)C)=O (tert-Butyl 3-[5-cyclopropyl-1-(3-isobutylcyclobutyl)-1H-[1,2,3]triazol-4-yl]-4-(2,4-dimethylphenylcarbamoyl)butyrate), FC(C(=O)O)(F)F (trifluoroacetic acid). The solvent is C(Cl)(Cl)Cl (chloroform). Conditions: time 6 hour. Product: C1(CC1)C1=C(N=NN1C1CC(C1)CC(C)C)C(CC(=O)O)CC(NC1=C(C=C(C=C1)C)C)=O (3-[5-Cyclopropyl-1-(3-isobutylcyclobutyl)-1H-[1,2,3]triazol-4-yl]-4-(2,4-dimethylphenylcarbamoyl)butyric acid). Yield: 89.4%. Reaction SMILES: [CH:1]1([C:4]2[N:8]([CH:9]3[CH2:12][CH:11]([CH2:13][CH:14]([CH3:16])[CH3:15])[CH2:10]3)[N:7]=[N:6][C:5]=2[CH:17]([CH2:26][C:27](=[O:37])[NH:28][C:29]2[CH:34]=[CH:33][C:32]([CH3:35])=[CH:31][C:30]=2[CH3:36])[CH2:18][C:19]([O:21]C(C)(C)C)=[O:20])[CH2:3][CH2:2]1.FC(F)(F)C(O)=O>C(Cl)(Cl)Cl>[CH:1]1([C:4]2[N:8]([CH:9]3[CH2:10][CH:11]([CH2:13][CH:14]([CH3:15])[CH3:16])[CH2:12]3)[N:7]=[N:6][C:5]=2[CH:17]([CH2:26][C:27](=[O:37])[NH:28][C:29]2[CH:34]=[CH:33][C:32]([CH3:35])=[CH:31][C:30]=2[CH3:36])[CH2:18][C:19]([OH:21])=[O:20])[CH2:2][CH2:3]1. Reported procedure: tert-Butyl 3-[5-cyclopropyl-1-(3-isobutylcyclobutyl)-1H-[1,2,3]triazol-4-yl]-4-(2,4-dimethylphenylcarbamoyl)butyrate (100 mg) and chloroform (0.8 mL) were mixed. To the mixture was added trifluoroacetic acid (0.2 mL) at ice temperature. After stirring at RT for 6 hr, the reaction mixture was concentrated in vacuo. The resultant residue was purified by preparative chromatography (Eluent: chloroform/methanol/acetic acid=20/1/0.1) to give the title compound (79.5 mg). The reactants are BrBr (bromine), ClC1=CC=C(C=C1)CC(=O)Cl (4-chlorophenylacetic acid chloride). Run at temperature 90 celsius. The product is ClC1=CC=C(C=C1)C(C(=O)Cl)Br (4-chlorophenyl-alpha-bromoacetic acid chloride). Isolated yield 85.0%. As a reaction SMILES: [Br:1]Br.[Cl:3][C:4]1[CH:9]=[CH:8][C:7]([CH2:10][C:11]([Cl:13])=[O:12])=[CH:6][CH:5]=1>>[Cl:3][C:4]1[CH:5]=[CH:6][C:7]([CH:10]([Br:1])[C:11]([Cl:13])=[O:12])=[CH:8][CH:9]=1. Procedure details: 16 g (0.2 moles) of elemental bromine were added dropwise to 18.9 g (0.1 moles) of 4-chlorophenylacetic acid chloride at 95° C. while stirring. The reaction mixture was maintained for a further 2.5 hours at a temperature of 90° C. and then excess bromine was distilled off. The crude product was finally distilled under 16 mb in a temperature range of from 90° C. to 96° C. 22.9 g (0.085 moles) of 4-chlorophenyl-alpha-bromoacetic acid chloride, corresponding to 85% of the theoretical yield, were ob... Yields the product C(C1=CC=CC=C1)N1CC2C(NC(CC2C1)=O)=O (2-benzyl-4,6-dioxooctahydropyrrolo[3.4-c]pyridine). Procedure: A solution of 9.00 mmol of Na in liquid NH3 was prepared at -78° C. To this was added 15 mg of FeCl3, and the reaction mixture was warmed to -40° C. To this solution, stirred under N2, a cooled (-40° C.) solution of the compound (957 mg) from step 457a in THF was added over a 10 minute period, and the reaction mixture was stirred at -33° C. for 3 hours. Ammonium chloride (1.5 g) was added with stirring, then the mixture was warmed to room temperature and the excess ammonia was evaporated. To thi... Starting materials: C(C)OC(=O)C1CN(CC1C(=O)OCC)CC1=CC=CC=C1 (N-benzyl-3,4-pyrrolidinedicarboxylic acid diethyl ester), C1CCOC1 (THF), [Cl-].[NH4+] (Ammonium chloride), Na, N (NH3), FeCl3. Reaction SMILES: [NH3:1].C(O[C:5]([CH:7]1[CH:11]([C:12]([O:14]CC)=O)[CH2:10][N:9]([CH2:17][C:18]2[CH:23]=[CH:22][CH:21]=[CH:20][CH:19]=2)[CH2:8]1)=O)C.[Cl-].[NH4+].C1[CH2:30][O:29]CC1>>[CH2:17]([N:9]1[CH2:8][CH:7]2[CH:11]([C:12](=[O:14])[NH:1][C:30](=[O:29])[CH2:5]2)[CH2:10]1)[C:18]1[CH:19]=[CH:20][CH:21]=[CH:22][CH:23]=1 |f:2.3|. Conditions: temperature -40 celsius. Reactants: C1=CCN(Cc2ccccc2)C1, CC(C)=O, O, O=S(=O)(O)O, Sc1ccccc1. The product is OC1CN(Cc2ccccc2)CC1Sc1ccccc1. As a reaction SMILES: [CH2:1]([c:2]1[cH:3][cH:4][cH:5][cH:6][cH:7]1)[N:8]1[CH2:9][CH:10]=[CH:11][CH2:12]1.[CH3:26][C:27](=[O:28])[CH3:29].[OH2:18].[S:13](=[O:14])(=[O:15])([OH:16])[OH:17].[SH:19][c:20]1[cH:21][cH:22][cH:23][cH:24][cH:25]1>>[CH2:1]([c:2]1[cH:3][cH:4][cH:5][cH:6][cH:7]1)[N:8]1[CH2:9][CH:10]([OH:18])[CH:11]([S:19][c:20]2[cH:21][cH:22][cH:23][cH:24][cH:25]2)[CH2:12]1. Reactants: CC[O-].[Na+] (sodium ethylate), C(C)O (ethyl alcohol), ClC=1N=C(C=2C(N1)=CSC2)Cl (2,4-dichloro-thieno[3,4-d]pyrimidine), C(C)O (ethyl alcohol). Product: C(C)OC=1N=C(C=2C(N1)=CSC2)OCC (2,4-diethoxy-thieno[3,4-d]pyrimidine). As a reaction SMILES: [CH3:1][CH2:2][O-:3].[Na+].Cl[C:6]1[N:7]=[C:8](Cl)[C:9]2[C:10](=[CH:12][S:13][CH:14]=2)[N:11]=1.[CH2:16]([OH:18])[CH3:17]>>[CH2:2]([O:3][C:6]1[N:7]=[C:8]([O:18][CH2:16][CH3:17])[C:9]2[C:10](=[CH:12][S:13][CH:14]=2)[N:11]=1)[CH3:1] |f:0.1|. Reported procedure: A solution of 0.06 mole sodium ethylate in ethyl alcohol is added dropwise while cooling to a suspension of 6.15 g (0.03 mole) of 2,4-dichloro-thieno[3,4-d]pyrimidine in 100 ml absolute ethyl alcohol. The speed of addition is regulated in such a way that the temperature of the reaction medium is maintained at between 0° and 5°C. When addition is completed, the solution is left to rise to room temperature and is then heated under reflux for 4 hours. It is then evaporated to dryness. The remaining...